This data is from the Open Reaction Database (ORD), a public repository of structured organic reaction records. The task is: describe an organic reaction: reactants, conditions, products, and yield Reactants: BrCCCCC (1-Bromopentane), C([O-])([O-])=O.[K+].[K+] (potassium carbonate), OC=1C=C(C=CC(=O)O)C=CC1OC (3-Hydroxy-4-methoxycinnamic acid). Solvent: CN(C)C=O (DMF). Reaction conditions: temperature 90 celsius. Product: COC1=C(C=C(C=CC(=O)OCCCCC)C=C1)OCCCCC (pentyl 4-methoxy-3-pentyloxycinnamate). Isolated yield 217.7%. As a reaction SMILES: [OH:1][C:2]1[CH:3]=[C:4]([CH:10]=[CH:11][C:12]=1[O:13][CH3:14])[CH:5]=[CH:6][C:7]([OH:9])=[O:8].Br[CH2:16][CH2:17][CH2:18][CH2:19][CH3:20].C(=O)([O-])[O-].[K+].[K+]>CN(C=O)C>[CH3:14][O:13][C:12]1[CH:11]=[CH:10][C:4]([CH:5]=[CH:6][C:7]([O:9][CH2:16][CH2:17][CH2:18][CH2:19][CH3:20])=[O:8])=[CH:3][C:2]=1[O:1][CH2:11][CH2:12][CH2:2][CH2:3][CH3:4] |f:2.3.4|. Procedure: 3-Hydroxy-4-methoxycinnamic acid (9.7 g, 0.050 mol, 1.0 eq) was dissolved in DMF (90 ml). 1-Bromopentane (22.7 g, 0.150 mol, 3.0 eq) and anhydrous potassium carbonate (41.5 g, 0.30 mol, 6.0 eq) were successively added to this solution, and the mixture was stirred under heating at 90° C. for 3 hours. This reaction mixture was cooled to room temperature, and anhydrous potassium carbonate was filtered off. Water (200 ml) was added to the filtrate, and the mixture was exracted twice with ethyl aceta... Starting materials: ClC=1N=C(C2=C(N1)C(=NC=N2)SC2=CC=CC=C2)N2CCS(CC2)=O (2-chloro-4-(1-oxido-thiomorpholino)-8-phenylthiopyrimido[5,4-d]pyrimidine), OCCN (2-hydroxyethyl-amine). Product: OCCNC=1N=C(C2=C(N1)C(=NC=N2)SC2=CC=CC=C2)N2CCS(CC2)=O (2-(2-Hydroxyethyl-amino)-4-(1-oxido-thiomorpholino)-8-phenylthio-pyrimido[5,4-d]pyrimidine). As a reaction SMILES: Cl[C:2]1[N:3]=[C:4]([N:19]2[CH2:24][CH2:23][S:22](=[O:25])[CH2:21][CH2:20]2)[C:5]2[N:11]=[CH:10][N:9]=[C:8]([S:12][C:13]3[CH:18]=[CH:17][CH:16]=[CH:15][CH:14]=3)[C:6]=2[N:7]=1.[OH:26][CH2:27][CH2:28][NH2:29]>>[OH:26][CH2:27][CH2:28][NH:29][C:2]1[N:3]=[C:4]([N:19]2[CH2:20][CH2:21][S:22](=[O:25])[CH2:23][CH2:24]2)[C:5]2[N:11]=[CH:10][N:9]=[C:8]([S:12][C:13]3[CH:14]=[CH:15][CH:16]=[CH:17][CH:18]=3)[C:6]=2[N:7]=1. Reported procedure: This compound was prepared analogous to Example 1 from 2-chloro-4-(1-oxido-thiomorpholino)-8-phenylthiopyrimido[5,4-d]pyrimidine (melting point: 253°-255° C.) and 2-hydroxyethyl-amine. Starting materials: C#Cc1cccc(C(=O)Cl)c1, ClCCl, Oc1ccccc1, c1ccncc1. The product is C#Cc1cccc(C(=O)Oc2ccccc2)c1. As a reaction SMILES: [C:1](#[CH:2])[c:3]1[cH:4][c:5]([C:6](=[O:7])[Cl:8])[cH:9][cH:10][cH:11]1.[Cl:25][CH2:26][Cl:27].[OH:12][c:13]1[cH:14][cH:15][cH:16][cH:17][cH:18]1.[cH:19]1[cH:20][cH:21][n:22][cH:23][cH:24]1>>[C:1](#[CH:2])[c:3]1[cH:4][c:5]([C:6](=[O:7])[O:12][c:13]2[cH:14][cH:15][cH:16][cH:17][cH:18]2)[cH:9][cH:10][cH:11]1. Starting materials: ClC1=CC=C(C(C(=O)O)=C1)O (5-chlorosalicylic acid), [N+](=O)([O-])C1=C(C=C(N)C=C1)C(F)(F)F (4-nitro-3-(trifluoromethyl)aniline), raw materials. The product is ClC=1C=CC(=C(C(=O)NC2=CC(=C(C=C2)[N+](=O)[O-])C(F)(F)F)C1)O (5-Chloro-2-hydroxy-N-[4-nitro-3-(trifluoromethyl)phenyl]benzamide). Isolated yield 44.8%. RXN SMILES: [Cl:1][C:2]1[CH:10]=[C:6]([C:7]([OH:9])=O)[C:5]([OH:11])=[CH:4][CH:3]=1.[N+:12]([C:15]1[CH:21]=[CH:20][C:18]([NH2:19])=[CH:17][C:16]=1[C:22]([F:25])([F:24])[F:23])([O-:14])=[O:13]>>[Cl:1][C:2]1[CH:3]=[CH:4][C:5]([OH:11])=[C:6]([CH:10]=1)[C:7]([NH:19][C:18]1[CH:20]=[CH:21][C:15]([N+:12]([O-:14])=[O:13])=[C:16]([C:22]([F:23])([F:24])[F:25])[CH:17]=1)=[O:9]. Reported procedure: Using 5-chlorosalicylic acid and 4-nitro-3-(trifluoromethyl)aniline as the raw materials, the same operation as the example 16 gave the title compound.